This data is from the Open Reaction Database (ORD), a public repository of structured organic reaction records. The task is: describe an organic reaction: reactants, conditions, products, and yield Starting materials: NC1=C(C(=CC(=C1OC)Cl)F)N1N=CC(=CC1=O)C(F)(F)F (2-(2-amino-4-chloro-6-fluoro-3-methoxyphenyl)-5-trifluoromethylpyridazin-3-one), [B-]([S+](C)C)(Br)(Br)Br (borontribromide-methyl sulfide complex), O (water). The solvent is ClC(C)Cl (dichloroethane). The product is C(C(C)C)C=1OC2=C(N1)C(=C(C=C2Cl)F)N2N=CC(=CC2=O)C(F)(F)F (2-(2-i-butyl-7-Chloro-5-fluorobenzoxazol-4-yl)-5-trifluoromethylpyridazin-3-one). Reaction SMILES: [NH2:1][C:2]1[C:7]([O:8][CH3:9])=[C:6]([Cl:10])[CH:5]=[C:4]([F:11])[C:3]=1[N:12]1[C:17](=[O:18])[CH:16]=[C:15]([C:19]([F:22])([F:21])[F:20])[CH:14]=[N:13]1.[B-](Br)(Br)(Br)[S+](C)C.O>ClC(Cl)C>[CH2:14]([C:9]1[O:8][C:7]2[C:6]([Cl:10])=[CH:5][C:4]([F:11])=[C:3]([N:12]3[C:17](=[O:18])[CH:16]=[C:15]([C:19]([F:22])([F:21])[F:20])[CH:14]=[N:13]3)[C:2]=2[N:1]=1)[CH:15]([CH3:19])[CH3:16]. Procedure details: A mixture of 2-(2-amino-4-chloro-6-fluoro-3-methoxyphenyl)-5-trifluoromethylpyridazin-3-one (0.39 g) and borontribromide-methyl sulfide complex (1.8 g) in dichloroethane was heated at reflux temperature for 1 hour under nitrogen atmosphere. The mixture was poured into water and extracted with methylene dichloride. The organic phase was dried over anhydrous sodium sulfate and concentrated to give the title compound. 1H NMR (CDCl3, 300 MHz) 4.61 (3H, br s), 6.55 (1H, d, J=9.4 Hz), 7.30 (1H, m), 8.... The reactants are Cl.OC1CNCC2=C(C1)C=CC(=C2)[N+](=O)[O-] (4-hydroxy-8-nitro-2,3,4,5-tetrahydro-1H-2-benzazepine hydrochloride), Pd--C, CCOCC (ether). The solvent is C(C)O (ethanol), C(C)O (ethanol). Run at time 2 hour. Product: Cl.OC1CNCC2=C(C1)C=CC(=C2)N (4-Hydroxy-2,3,4,5-tetrahydro-1H-2-benzazepin-8-amine Hydrochloride). The yield is 91.1%. As a reaction SMILES: [ClH:1].[OH:2][CH:3]1[CH2:9][C:8]2[CH:10]=[CH:11][C:12]([N+:14]([O-])=O)=[CH:13][C:7]=2[CH2:6][NH:5][CH2:4]1.CCOCC>C(O)C>[ClH:1].[OH:2][CH:3]1[CH2:9][C:8]2[CH:10]=[CH:11][C:12]([NH2:14])=[CH:13][C:7]=2[CH2:6][NH:5][CH2:4]1 |f:0.1,4.5|. Reported procedure: A suspension of 4-hydroxy-8-nitro-2,3,4,5-tetrahydro-1H-2-benzazepine hydrochloride (1.80 g, 7.36 mmol) (G. L. Grunewald and V. H. Dahanukar, J. Heterocycl. Chem., 1994, 31, 1609) and 5% Pd--C (0.2 g) in ethanol (100 ml) was hydrogenated at 50 psi for 2 h. The catalyst was filtered off and the solvent was concentrated to give a solid. This solid was dissolved in hot ethanol (50 ml) and ether (200 ml) was added slowly. The solid was collected, washed with ether (100 ml) and air-dried to give the ... Starting materials: FC(S(=O)(=O)Cl)(F)F (Trifluormethanesulfonylchloride), ClC1=C2CCC(C2=C(C(=C1)Cl)O)=O (4,6-Dichloro-7-hydroxyindan-1-one), ice water. Solvent: CN(C)C=O (DMF). Product: ClC1=C2CCC(C2=C(C(=C1)Cl)OS(=O)(=O)C(F)(F)F)=O (4,6-Dichloro-7-trifluoromethanesulfonyloxyindan-1-one). RXN SMILES: [Cl:1][C:2]1[CH:10]=[C:9]([Cl:11])[C:8]([OH:12])=[C:7]2[C:3]=1[CH2:4][CH2:5][C:6]2=[O:13].[F:14][C:15]([F:21])([F:20])[S:16](Cl)(=[O:18])=[O:17]>CN(C=O)C>[Cl:1][C:2]1[CH:10]=[C:9]([Cl:11])[C:8]([O:12][S:16]([C:15]([F:21])([F:20])[F:14])(=[O:18])=[O:17])=[C:7]2[C:3]=1[CH2:4][CH2:5][C:6]2=[O:13]. Procedure details: 4,6-Dichloro-7-hydroxyindan-1-one (21.71 g., 0.1 mole) was dissolved in DMF (80 ml) in a dry apparatus under nitrogen. Trifluormethanesulfonylchloride (21.60 g., 0.128 mole) was added with stirring, slowly, dropwise over a 20 minute period with occasional cooling to keep the internal temperature below 30° C. After the addition was complete, the reaction was stirred at room temperature for 30 minutes, then poured into ice-water with swirling. The green crystals were collected, washed with water, ...